From a dataset of the Open Reaction Database (ORD), a public repository of structured organic reaction records. describe an organic reaction: reactants, conditions, products, and yield Reactants: FC(C1=CC=C(COC2=C(C(=O)OC)C=CC=C2C)C=C1)(F)F (methyl 2-(4-trifluoromethylbenzyloxy)-3-methylbenzoate). The solvent is [Li+].[OH-] (LiOH). Conditions: time 3 day. Product: FC(C1=CC=C(COC2=C(C(=O)O)C=CC=C2C)C=C1)(F)F (2-(4-trifluoromethylbenzyloxy)-3-methylbenzoic acid). RXN SMILES: [F:1][C:2]([F:23])([F:22])[C:3]1[CH:21]=[CH:20][C:6]([CH2:7][O:8][C:9]2[C:18]([CH3:19])=[CH:17][CH:16]=[CH:15][C:10]=2[C:11]([O:13]C)=[O:12])=[CH:5][CH:4]=1>[Li+].[OH-]>[F:1][C:2]([F:22])([F:23])[C:3]1[CH:21]=[CH:20][C:6]([CH2:7][O:8][C:9]2[C:18]([CH3:19])=[CH:17][CH:16]=[CH:15][C:10]=2[C:11]([OH:13])=[O:12])=[CH:5][CH:4]=1 |f:1.2|. Reported procedure: To a solution of methyl 2-(4-trifluoromethylbenzyloxy)-3-methylbenzoate (1.17 g, 3.61 mmol) is added 10 mL of 1N LiOH. The mixture is stirred at room temperature for 3 days, then concentrated under vacuum. The residue is washed with hexane, then acidified to pH 1 with 6N HCl. A white precipitate forms which is extracted with ethyl acetate. The organic solution is dried over sodium sulfate, filtered and concentrated to give the title acid as a white solid, m.p. 104-106° C.